From a dataset of the Open Reaction Database (ORD), a public repository of structured organic reaction records. describe an organic reaction: reactants, conditions, products, and yield Yields the product CC(C)(C)OC(=O)n1c(CN(CCn2ccnc2)C2CCCc3cccnc32)nc2ccccc21. Starting materials: CC(C)(C)OC(=O)n1c(CCl)nc2ccccc21, CC#N, CCN(C(C)C)C(C)C, [I-], [K+], [Na+], O=C([O-])O, c1cnc2c(c1)CCCC2NCCn1ccnc1. RXN SMILES: [C:19]([CH3:20])([CH3:21])([CH3:22])[O:23][C:24](=[O:25])[n:26]1[c:27]([CH2:35][Cl:36])[n:28][c:29]2[c:30]1[cH:31][cH:32][cH:33][cH:34]2.[CH3:53][C:54]#[N:55].[CH:39]([N:40]([CH2:41][CH3:42])[CH:43]([CH3:44])[CH3:45])([CH3:46])[CH3:47].[I-:38].[K+:37].[Na+:52].[O-:48][C:49]([OH:50])=[O:51].[n:1]1([CH2:6][CH2:7][NH:8][CH:9]2[CH2:10][CH2:11][CH2:12][c:13]3[cH:14][cH:15][cH:16][n:17][c:18]32)[cH:2][n:3][cH:4][cH:5]1>>[n:1]1([CH2:6][CH2:7][N:8]([CH:9]2[CH2:10][CH2:11][CH2:12][c:13]3[cH:14][cH:15][cH:16][n:17][c:18]32)[CH2:35][c:27]2[n:26]([C:24]([O:23][C:19]([CH3:20])([CH3:21])[CH3:22])=[O:25])[c:30]3[c:29]([n:28]2)[cH:34][cH:33][cH:32][cH:31]3)[cH:2][n:3][cH:4][cH:5]1. The reactants are ClC1=C(C(=O)O)C=C(C=C1)[N+](=O)[O-] (2-Chloro-5-nitrobenzoic acid), CO (methanol), OS(=O)(=O)O (H2SO4). The product is COC(C1=C(C=CC(=C1)[N+](=O)[O-])Cl)=O (2-Chloro-5-nitro-benzoic acid methyl ester). Reaction SMILES: [Cl:1][C:2]1[CH:10]=[CH:9][C:8]([N+:11]([O-:13])=[O:12])=[CH:7][C:3]=1[C:4]([OH:6])=[O:5].OS(O)(=O)=O.[CH3:19]O>>[CH3:19][O:5][C:4](=[O:6])[C:3]1[CH:7]=[C:8]([N+:11]([O-:13])=[O:12])[CH:9]=[CH:10][C:2]=1[Cl:1]. Procedure: 2-Chloro-5-nitrobenzoic acid (11 g, 54.5 mmol) was dissolved in methanol (100 mL). Conc. H2SO4 (2 mL) was added slowly and the reaction mixture heated to reflux for 4 h. The mixture was concentrated and the residue was allowed to cool to room temperature. It was poured over crushed ice. The organic product was extracted using diethyl ether (2×200 mL). The organic extract was washed with water, 10% aqueous NaHCO3, dried (anhydrous Na2SO4) and concentrated to get the title compound. Starting materials: ClC1=C(C(=O)OC)C=CC=N1 (methyl chloronicotinate), C([O-])([O-])=O.[K+].[K+] (potassium carbonate), N1=CC=C(C=C1)N1CCNCC1 (4-pyridylpiperazine), C1COCCOCCOCCOCCOCCO1 (18-crown-6). The solvent is CN(C)C=O (DMF). Run at time 60 hour. Yields the product N1=CC=C(C=C1)N1CCN(CC1)C1=C(C(=O)OC)C=CC=N1 (Methyl 2-(4-(Pyrid-4-yl)piperazin-1-yl)nicotinate). Yield: 66.0%. As a reaction SMILES: Cl[C:2]1[N:11]=[CH:10][CH:9]=[CH:8][C:3]=1[C:4]([O:6][CH3:7])=[O:5].C(=O)([O-])[O-].[K+].[K+].[N:18]1[CH:23]=[CH:22][C:21]([N:24]2[CH2:29][CH2:28][NH:27][CH2:26][CH2:25]2)=[CH:20][CH:19]=1.C1OCCOCCOCCOCCOCCOC1>CN(C=O)C>[N:18]1[CH:23]=[CH:22][C:21]([N:24]2[CH2:25][CH2:26][N:27]([C:2]3[N:11]=[CH:10][CH:9]=[CH:8][C:3]=3[C:4]([O:6][CH3:7])=[O:5])[CH2:28][CH2:29]2)=[CH:20][CH:19]=1 |f:1.2.3|. Reported procedure: 3.4 g of methyl chloronicotinate, 5.5 g of potassium carbonate, 3.3 g of 4-pyridylpiperazine and a spatula tipful of 18-crown-6 were heated at 100° C. for 5 h in 75 ml of DMF and then stirred at room temperature for 60 h. The excess potassium carbonate was filtered off, the filtrate was concentrated and the residue was partitioned between water and ethyl acetate. After drying the organic phase over magnesium sulfate and concentrating the solvent, 3.9 g (82%) of the product were obtained. Reactants: C(#N)C1=C2C(=NN(C2=CC=C1C(=O)OCC)C)C (ethyl 4-cyano-1,3-dimethyl-1H-indazole-5-carboxylate), Br (hydrobromic acid), C(C)(=O)O (acetic acid), O (water). Run at time 2 hour. Yields the product CN1N=C(C2=C(C(=CC=C12)C(=O)O)C(=O)O)C (1,3-Dimethyl-1H-indazole-4,5-dicarboxylic acid). Isolated yield 97.8%. Reaction SMILES: C(C1[C:11]([C:12](OCC)=[O:13])=[CH:10][CH:9]=[C:8]2[C:4]=1[C:5]([CH3:18])=[N:6][N:7]2[CH3:17])#N.Br.[C:20]([OH:23])(=[O:22])[CH3:21].[OH2:24]>>[CH3:17][N:7]1[C:8]2[C:4](=[C:21]([C:20]([OH:23])=[O:22])[C:11]([C:12]([OH:13])=[O:24])=[CH:10][CH:9]=2)[C:5]([CH3:18])=[N:6]1. Procedure details: A mixture of ethyl 4-cyano-1,3-dimethyl-1H-indazole-5-carboxylate (7.03 g, 28.7 mmol), concentrated hydrobromic acid (35 mL) and acetic acid (35 mL) is stirred for 2 hours at reflux temperature, cooled, diluted with water (200 mL) and stirred for 2 hours. Filtration of the reaction mixture affords the title product as a pale blue solid (6.57 g, 97.8%), mp 228.5°-232.5° C. The reactants are N1(CCNCC1)C1=C2C(=NC(=NC2=CC=C1)N)N (5-piperazin-1-yl-quinazoline-2,4-diamine), C1=C(C=CC2=CC=CC=C12)C(=O)Cl (2-Naphthoyl chloride). Yields the product NC1=NC2=CC=CC(=C2C(=N1)N)N1CCN(CC1)C(=O)C1=CC2=CC=CC=C2C=C1 ([4-(2,4-Diamino-quinazolin-5-yl)-piperazin-1-yl]-naphthalen-2-yl-methanone). Isolated yield 77.0%. Reaction SMILES: [N:1]1([C:7]2[CH:16]=[CH:15][CH:14]=[C:13]3[C:8]=2[C:9]([NH2:18])=[N:10][C:11]([NH2:17])=[N:12]3)[CH2:6][CH2:5][NH:4][CH2:3][CH2:2]1.[CH:19]1[C:28]2[C:23](=[CH:24][CH:25]=[CH:26][CH:27]=2)[CH:22]=[CH:21][C:20]=1[C:29](Cl)=[O:30]>>[NH2:17][C:11]1[N:10]=[C:9]([NH2:18])[C:8]2[C:13](=[CH:14][CH:15]=[CH:16][C:7]=2[N:1]2[CH2:6][CH2:5][N:4]([C:29]([C:20]3[CH:21]=[CH:22][C:23]4[C:28](=[CH:27][CH:26]=[CH:25][CH:24]=4)[CH:19]=3)=[O:30])[CH2:3][CH2:2]2)[N:12]=1. Procedure details: Title compound was prepared via Resin Method using 5-piperazin-1-yl-quinazoline-2,4-diamine (50 mg; 0.2 mmol) and 2-Naphthoyl chloride (78.2 mg; 0.41 mmol) to obtain 61.6 mg. (77% yield). 1H NMR (500 MHz, DMSO-d6) δ 9.06 (s, 1H), 8.59 (s, 1H), 8.02 (m, 8H), 7.6 (m, 5H), 7.5 (t, J=8.0 Hz, 1H), 7.09 (d, J=8.5 Hz, 1H), 6.99 (d, J=7.5 Hz, 1H), 6.67 (br s, 2H), 4.64 (br s, 1H), 3.76 (br s, 1H), 3.42 (m, 4H), 2.85 (m, 2H).